This data is from the Open Reaction Database (ORD), a public repository of structured organic reaction records. The task is: describe an organic reaction: reactants, conditions, products, and yield Starting materials: C1CCOC1, Cl, [Na+], [OH-], COC(=O)c1cccc2c1CN(c1ncccn1)CC2. The product is O=C(O)c1cccc2c1CN(c1ncccn1)CC2. Reaction SMILES: [CH2:24]1[O:25][CH2:26][CH2:27][CH2:28]1.[ClH:23].[Na+:22].[OH-:21].[n:1]1[c:2]([N:7]2[CH2:8][c:9]3[c:10]([C:17](=[O:18])[O:19][CH3:20])[cH:11][cH:12][cH:13][c:14]3[CH2:15][CH2:16]2)[n:3][cH:4][cH:5][cH:6]1>>[n:1]1[c:2]([N:7]2[CH2:8][c:9]3[c:10]([C:17](=[O:18])[OH:19])[cH:11][cH:12][cH:13][c:14]3[CH2:15][CH2:16]2)[n:3][cH:4][cH:5][cH:6]1. Starting materials: [N+](=O)([O-])C1=C(C=CC=C1)O (2-nitrophenol), C(OC)(OC)=O (dimethyl carbonate), CCCCCCCCC (nonane), CNC(C1=CC=CC=C1)=NC (N,N'-dimethylbenzoamidine). The solvent is CO (methanol). The product is [N+](=O)([O-])C1=C(C=CC=C1)OC (2-Nitroanisole). RXN SMILES: [N+:1]([C:4]1[CH:9]=[CH:8][CH:7]=[CH:6][C:5]=1[OH:10])([O-:3])=[O:2].[CH3:11]CCCCCCCC.CNC(=NC)C1C=CC=CC=1.C(=O)(OC)OC>CO>[N+:1]([C:4]1[CH:9]=[CH:8][CH:7]=[CH:6][C:5]=1[O:10][CH3:11])([O-:3])=[O:2]. Procedure details: 10 mol of 2-nitrophenol was charged into a stirred, heated reactor, along with 800 ml of nonane and 5% N,N'-dimethylbenzoamidine, and the mixture was heated to 150° C. Then 12 mol of dimethyl carbonate was added portionwise over 5 hr. The methanol produced by the reaction was removed by distillation over a distillation column. After completion of the reaction, the reaction mixture was refined by distillation. 2-Nitroanisole was obtained in the amount of about 9 mol, corresponding to a yield of c... Reactants: ClC1=NC2=NC(=C(N=C2C(=N1)N1CCCCC1)Cl)N1CCCCC1 (2,6-dichloro-4,7-dipiperidino-pteridine), N1CCNCC1 (piperazine). Product: ClC=1N=C2C(=NC(=NC2=NC1N1CCCCC1)N1CCNCC1)N1CCCCC1 (6-Chloro-4,7-dipiperidino-2-piperazino-pteridine). Procedure: This compound was prepared analogous to Example 1 from 2,6-dichloro-4,7-dipiperidino-pteridine and piperazine. As a reaction SMILES: Cl[C:2]1[N:11]=[C:10]([N:12]2[CH2:17][CH2:16][CH2:15][CH2:14][CH2:13]2)[C:9]2[C:4](=[N:5][C:6]([N:19]3[CH2:24][CH2:23][CH2:22][CH2:21][CH2:20]3)=[C:7]([Cl:18])[N:8]=2)[N:3]=1.[NH:25]1[CH2:30][CH2:29][NH:28][CH2:27][CH2:26]1>>[Cl:18][C:7]1[N:8]=[C:9]2[C:4](=[N:5][C:6]=1[N:19]1[CH2:24][CH2:23][CH2:22][CH2:21][CH2:20]1)[N:3]=[C:2]([N:25]1[CH2:30][CH2:29][NH:28][CH2:27][CH2:26]1)[N:11]=[C:10]2[N:12]1[CH2:17][CH2:16][CH2:15][CH2:14][CH2:13]1. Starting materials: [N+](=O)(O)[O-] (nitric acid), FC=1C=CC(=C(OCC(=O)OC)C1)[N+](=O)[O-] (methyl 5-fluoro-2-nitrophenoxyacetate), C(C)(=O)OCC.O (ethyl acetate water). The solvent is OS(=O)(=O)O (H2SO4), S(O)(O)(=O)=O (sulfuric acid). Conditions: temperature 15 celsius, time 1 hour. Yields the product [N+](=O)([O-])C1=C(OCC(=O)OC)C=C(C(=C1)[N+](=O)[O-])F (Methyl 2,4-dinitro-5-fluorophenoxyacetate). The yield is 98.0%. RXN SMILES: [F:1][C:2]1[CH:3]=[CH:4][C:5]([N+:14]([O-:16])=[O:15])=[C:6]([CH:13]=1)[O:7][CH2:8][C:9]([O:11][CH3:12])=[O:10].[N+:17]([O-])([OH:19])=[O:18].C(OCC)(=O)C.O>S(=O)(=O)(O)O>[N+:14]([C:5]1[CH:4]=[C:3]([N+:17]([O-:19])=[O:18])[C:2]([F:1])=[CH:13][C:6]=1[O:7][CH2:8][C:9]([O:11][CH3:12])=[O:10])([O-:16])=[O:15] |f:2.3|. Procedure details: To a solution of 14.5 g (63 mmol) methyl 5-fluoro-2-nitrophenoxyacetate in 17 ml conc. sulfuric acid (H2SO4) at 8° C. was added slowly via an addition funnel a mixture of 5.0 ml (76 mmol) of 70% nitric acid and 5.0 ml of conc. H2SO4. After addition was complete, the reaction was stirred an additional 1 hour at 15° C. The reaction mixture was poured into 150 ml of 1:1 ethyl acetate/water and the resulting layers were separated. The aqueous phase was extracted with ethyl acetate (2×60 ml) and the ... Reactants: CO.C(Cl)Cl (MeOH DCM), O=C1CNC(N1C(C(=O)O)CC1=CC=CC=C1)=S (2-(5-oxo-2-thioxoimidazolidin-1-yl)-3-phenylpropanoic acid), FC(OC1=CC=C(C=C1)C1=CC=C(S1)C=O)(F)F (5-(4-trifluoromethoxy-phenyl)thiophene-2-carbaldehyde), NCCC(=O)O (β-alanine). Solvent: C(C)(=O)O (acetic acid). Run at temperature 170 celsius. Product: FC(OC1=CC=C(C=C1)C1=CC=C(S1)C=C1NC(N(C1=O)C(C(=O)O)CC1=CC=CC=C1)=S)(F)F (2-(4-((5-(4-Trifluoromethoxyphenyl)thiophen-2-yl)methylene)-5-oxo-2-thioxoimidazolidin-1-yl)-3-phenylpropanoic acid). As a reaction SMILES: [O:1]=[C:2]1[N:6]([CH:7]([CH2:11][C:12]2[CH:17]=[CH:16][CH:15]=[CH:14][CH:13]=2)[C:8]([OH:10])=[O:9])[C:5](=[S:18])[NH:4][CH2:3]1.[F:19][C:20]([F:36])([F:35])[O:21][C:22]1[CH:27]=[CH:26][C:25]([C:28]2[S:32][C:31]([CH:33]=O)=[CH:30][CH:29]=2)=[CH:24][CH:23]=1.NCCC(O)=O.CO.C(Cl)Cl>C(O)(=O)C>[F:36][C:20]([F:19])([F:35])[O:21][C:22]1[CH:23]=[CH:24][C:25]([C:28]2[S:32][C:31]([CH:33]=[C:3]3[C:2](=[O:1])[N:6]([CH:7]([CH2:11][C:12]4[CH:17]=[CH:16][CH:15]=[CH:14][CH:13]=4)[C:8]([OH:10])=[O:9])[C:5](=[S:18])[NH:4]3)=[CH:30][CH:29]=2)=[CH:26][CH:27]=1 |f:3.4|. Procedure: To a mixture of 2-(5-oxo-2-thioxoimidazolidin-1-yl)-3-phenylpropanoic acid (0.031 g, 0.117 mmol) and 5-(4-trifluoromethoxy-phenyl)thiophene-2-carbaldehyde (0.030 g, 0.117 mmol) in acetic acid 5 mL is added β-alanine (1.042 mg, 0.012 mmol) and heat to 170° C. for 30 min under microwave irradiation. The resulting reaction mixture is cooled down and the solvent is removed. The pure product (0.035 g, 0.069 mmol, red solid) is obtained by column chromatography using MeOH/DCM, 2-7% ration solvent syst... Reactants: O=C1C2=C(SCC1CC(=O)O)SC=C2 (4-oxo-5,6-dihydro-4H-thieno-[2,3-b]thiopyran-5-acetic acid), ClC1=CC=C(C=C1)NN (4-chlorophenylhydrazine). The solvent is C(C)O (ethanol). Product: ClC1=CC=C(C=C1)N1N=C2C(CC1=O)CSC1=C2C=CS1 (2-(4-chlorophenyl)-4a,5-dihydro-2H-thieno[2',3':2,3]thiopyrano[4,5-c]pyridazin-3(4H)-one). Yield: 73.3%. As a reaction SMILES: O=[C:2]1[CH:7]([CH2:8][C:9]([OH:11])=O)[CH2:6][S:5][C:4]2[S:12][CH:13]=[CH:14][C:3]1=2.[Cl:15][C:16]1[CH:21]=[CH:20][C:19]([NH:22][NH2:23])=[CH:18][CH:17]=1>C(O)C>[Cl:15][C:16]1[CH:21]=[CH:20][C:19]([N:22]2[C:9](=[O:11])[CH2:8][CH:7]3[CH2:6][S:5][C:4]4[S:12][CH:13]=[CH:14][C:3]=4[C:2]3=[N:23]2)=[CH:18][CH:17]=1. Procedure details: A mixture of 4.0 g of 4-oxo-5,6-dihydro-4H-thieno-[2,3-b]thiopyran-5-acetic acid and 3.3 g of 4-chlorophenylhydrazine in 70 ml of ethanol is refluxed under heating for 6.5 hours. After cooling, the reaction mixture is concentrated under reduced pressure. The residue is dissolved in 50 ml of acetic acid and the solution is refluxed under heating for 2 hours. Then, the resultant mixture is concentrated under reduced pressure, the residue is subjected to chromatography on silica gel and eluted with...